This data is from the Open Reaction Database (ORD), a public repository of structured organic reaction records. The task is: describe an organic reaction: reactants, conditions, products, and yield Starting materials: BrC(C(=O)NC1=C(C(C(=O)OC)=CC(=C1)Cl)O)(C)C (methyl 3-(2-bromo-2-methylpropionylamino)-5-chlorosalicylate), C([O-])([O-])=O.[K+].[K+] (potassium carbonate), CN(C=O)C (dimethylformamide), resultant solution. Run in O (water). Reaction conditions: temperature 80 celsius, time 4 hour. Product: ClC=1C=C(C2=C(NC(C(O2)(C)C)=O)C1)C(=O)OC (methyl 6-chloro-3,4-dihydro-2,2-dimethyl-3-oxo-2H-1,4-benzoxazine-8-carboxylate). Isolated yield 78.0%. RXN SMILES: Br[C:2]([CH3:19])([CH3:18])[C:3]([NH:5][C:6]1[CH:15]=[C:14]([Cl:16])[CH:13]=[C:8]([C:9]([O:11][CH3:12])=[O:10])[C:7]=1[OH:17])=[O:4].C(=O)([O-])[O-].[K+].[K+].CN(C)C=O>O>[Cl:16][C:14]1[CH:13]=[C:8]([C:9]([O:11][CH3:12])=[O:10])[C:7]2[O:17][C:2]([CH3:19])([CH3:18])[C:3](=[O:4])[NH:5][C:6]=2[CH:15]=1 |f:1.2.3|. Procedure: A mixture of 7.0 g of methyl 3-(2-bromo-2-methylpropionylamino)-5-chlorosalicylate, 3.6 g of potassium carbonate and 70 ml of dimethylformamide is stirred at 80° C. for 4 hours. After cooling, the resultant solution is poured into water and extracted with chloroform. The extract is washed with water and dried over magnesium sulfate followed by distillation of the solvent under reduced pressure to give 4.2 g of methyl 6-chloro-3,4-dihydro-2,2-dimethyl-3-oxo-2H-1,4-benzoxazine-8-carboxylate, melti... The reactants are CCO, O=Cc1ccc([N+](=O)[O-])o1, Nc1ccc(-c2cc(=O)c(C(=O)O)cn2-c2ccc(F)cc2)cc1. Product: O=C(O)c1cn(-c2ccc(F)cc2)c(-c2ccc(N=Cc3ccc([N+](=O)[O-])o3)cc2)cc1=O. As a reaction SMILES: [CH3:35][CH2:36][OH:37].[N+:25](=[O:26])([O-:27])[c:28]1[cH:29][cH:30][c:31]([CH:32]=[O:33])[o:34]1.[NH2:1][c:2]1[cH:3][cH:4][c:5](-[c:8]2[n:9](-[c:18]3[cH:19][cH:20][c:21]([F:24])[cH:22][cH:23]3)[cH:10][c:11]([C:12](=[O:13])[OH:14])[c:15](=[O:17])[cH:16]2)[cH:6][cH:7]1>>[N:1]([c:2]1[cH:3][cH:4][c:5](-[c:8]2[n:9](-[c:18]3[cH:19][cH:20][c:21]([F:24])[cH:22][cH:23]3)[cH:10][c:11]([C:12](=[O:13])[OH:14])[c:15](=[O:17])[cH:16]2)[cH:6][cH:7]1)=[CH:32][c:31]1[cH:30][cH:29][c:28]([N+:25](=[O:26])[O-:27])[o:34]1. Starting materials: COC(=O)c1ccc2occ(C#N)c2c1, [CH2]C, CC(C)=O. The product is N#Cc1coc2ccc(C(=O)O)cc12. As a reaction SMILES: [C:3](#[N:4])[c:5]1[cH:6][o:7][c:8]2[c:9]1[cH:10][c:11]([C:14](=[O:15])[O:16][CH3:17])[cH:12][cH:13]2.[CH2:1][CH3:2].[CH3:18][C:19](=[O:20])[CH3:21]>>[C:3](#[N:4])[c:5]1[cH:6][o:7][c:8]2[c:9]1[cH:10][c:11]([C:14](=[O:15])[OH:16])[cH:12][cH:13]2. Product: CNCC=1OC2=C(C1)C=CC=C2 (2-(Methylaminomethyl)benzofuran). Conditions: time 10 minute. The solvent is O (water). Starting materials: ClCC=1OC2=C(C1)C=CC=C2 (2-(Chloromethyl) benzofuran), CN (methylamine). Yield: 37.0%. Reported procedure: 2-(Chloromethyl) benzofuran (2.77 g, 16.63 mmol) was dissolved in aqueous methylamine (40 mL, 40 wt % in H2O) at 10° C. under a nitrogen atmosphere. After 10 minutes, the reaction mixture was warmed to room temperature and stirring was continued for 72 hours. The mixture was diluted with water and extracted with methylene chloride. The organic phase was dried (MgSO4) and concentrated to afford crude product which was purified by flash column chromatography (10% MeOH/CH2Cl2) to afford 1.00 g (37%... RXN SMILES: Cl[CH2:2][C:3]1[O:4][C:5]2[CH:11]=[CH:10][CH:9]=[CH:8][C:6]=2[CH:7]=1.[CH3:12][NH2:13]>O>[CH3:12][NH:13][CH2:2][C:3]1[O:4][C:5]2[CH:11]=[CH:10][CH:9]=[CH:8][C:6]=2[CH:7]=1.